This data is from the Open Reaction Database (ORD), a public repository of structured organic reaction records. The task is: describe an organic reaction: reactants, conditions, products, and yield Starting materials: BrC=1C=C(C(=C(C#N)C1)O)F (5-bromo-3-fluoro-2-hydroxybenzonitrile), ClC1=C(C#N)C=CC(=C1)F (2-chloro-4-fluorobenzonitrile). Yields the product BrC=1C=C(C(=C(C#N)C1)OC1=CC(=C(C=C1)C#N)Cl)F (5-bromo-2-(4-cyano-3-chlorophenoxy)-3-fluorobenzonitrile). Reaction SMILES: [Br:1][C:2]1[CH:3]=[C:4]([F:11])[C:5]([OH:10])=[C:6]([CH:9]=1)[C:7]#[N:8].[Cl:12][C:13]1[CH:20]=[C:19](F)[CH:18]=[CH:17][C:14]=1[C:15]#[N:16]>>[Br:1][C:2]1[CH:3]=[C:4]([F:11])[C:5]([O:10][C:19]2[CH:18]=[CH:17][C:14]([C:15]#[N:16])=[C:13]([Cl:12])[CH:20]=2)=[C:6]([CH:9]=1)[C:7]#[N:8]. Procedure: The title compound was prepared according to the method described for Preparation at 120° C. for 68 hours using 5-bromo-3-fluoro-2-hydroxybenzonitrile (WO 2006022374) and 2-chloro-4-fluorobenzonitrile. Starting materials: C(C)OC(C1=C(N=CC=C1)C=CC=C)=O (2-(1,3-butadienyl)nicotinic acid ethyl ester), C(C)OC(=O)N=NC(=O)OCC (diethyl-azodicarboxylate), C(C)OC(=O)N=NC(=O)OCC (diethyl-azodicarboxlate). Run in C1(=CC=CC=C1)C (toluene). Reaction conditions: time 4 hour. Yields the product C(C)OC(C1=C(N=CC=C1)C1N(N(CC=C1)C(=O)OCC)C(=O)OCC)=O (2-(1,2-diethoxycarbonyl-1,2,3,6-terahydropyridazin-3-yl)-nicotinic acid ethyl ester). RXN SMILES: [CH2:1]([O:3][C:4](=[O:15])[C:5]1[CH:10]=[CH:9][CH:8]=[N:7][C:6]=1[CH:11]=[CH:12][CH:13]=[CH2:14])[CH3:2].[CH2:16]([O:18][C:19]([N:21]=[N:22][C:23]([O:25][CH2:26][CH3:27])=[O:24])=[O:20])[CH3:17]>C1(C)C=CC=CC=1>[CH2:1]([O:3][C:4](=[O:15])[C:5]1[CH:10]=[CH:9][CH:8]=[N:7][C:6]=1[CH:11]1[CH:12]=[CH:13][CH2:14][N:22]([C:23]([O:25][CH2:26][CH3:27])=[O:24])[N:21]1[C:19]([O:18][CH2:16][CH3:17])=[O:20])[CH3:2]. Reported procedure: 9.8 g of 2-(1,3-butadienyl)nicotinic acid ethyl ester and 9.2 g of diethyl-azodicarboxylate are mixed with 30 ml of toluene and heated to 80° under nitrogen. After 1 hr a further 3 g of diethyl-azodicarboxlate are added and after 3 hrs a further 5 g. After a further 4 hrs the reaction mixture is allowed to cool to RT and stirred overnight. The solvent is removed by evaporation under vacuum and the resulting oil chromatographed on silica gel and eluted with ethylacetate/hexane to give the title c... Starting materials: CC=Cc1c(Oc2ccc(S(C)(=O)=O)cc2)cc(C(=O)OC)cc1C(=O)OC, CO, ClCCl, O=[O+][O-]. Yields the product COC(=O)c1cc(Oc2ccc(S(C)(=O)=O)cc2)c(C=O)c(C(=O)OC)c1. RXN SMILES: [CH3:1][S:2](=[O:3])(=[O:4])[c:5]1[cH:6][cH:7][c:8]([O:9][c:10]2[c:11]([CH:24]=[CH:25][CH3:26])[c:12]([C:20](=[O:21])[O:22][CH3:23])[cH:13][c:14]([C:15](=[O:16])[O:17][CH3:18])[cH:19]2)[cH:27][cH:28]1.[CH3:35][OH:36].[Cl:32][CH2:33][Cl:34].[O-:29][O+:30]=[O:31]>>[CH3:1][S:2](=[O:3])(=[O:4])[c:5]1[cH:6][cH:7][c:8]([O:9][c:10]2[c:11]([CH:24]=[O:29])[c:12]([C:20](=[O:21])[O:22][CH3:23])[cH:13][c:14]([C:15](=[O:16])[O:17][CH3:18])[cH:19]2)[cH:27][cH:28]1. Yields the product C(CCCCC)N1C(C(=C(C2=CC(=CC=C12)C)OC)C=NO)=O (1 -hexyl-3-oximinomethyl-4-methoxy-6-methyl-2(1H)-quinolinone). Procedure: A solution of 1-hexyl-3-formyl-4-methoxy-6-methyl-2(1H)-quinolinone (Step (2) of Example 1, 1 g), hydroxylamine hydrochloride (0.3 g) and sodium acetate (0.3 g) in methanol (20 ml) was stirred for 3hrs. The mixture was then diluted with water and extracted with methylene chloride. The extracts were dried, evaporated and the resulting solid was crystallized from ether-hexane to give 1 -hexyl-3-oximinomethyl-4-methoxy-6-methyl-2(1H)-quinolinone. That the expected product was obtained was confirmed... Solvent: CO (methanol), O (water). The reactants are C(CCCCC)N1C(C(=C(C2=CC(=CC=C12)C)OC)C=O)=O (1-hexyl-3-formyl-4-methoxy-6-methyl-2(1H)-quinolinone), Cl.NO (hydroxylamine hydrochloride), C(C)(=O)[O-].[Na+] (sodium acetate). Reaction SMILES: [CH2:1]([N:7]1[C:16]2[C:11](=[CH:12][C:13]([CH3:17])=[CH:14][CH:15]=2)[C:10]([O:18][CH3:19])=[C:9]([CH:20]=O)[C:8]1=[O:22])[CH2:2][CH2:3][CH2:4][CH2:5][CH3:6].Cl.[NH2:24][OH:25].C([O-])(=O)C.[Na+]>CO.O>[CH2:1]([N:7]1[C:16]2[C:11](=[CH:12][C:13]([CH3:17])=[CH:14][CH:15]=2)[C:10]([O:18][CH3:19])=[C:9]([CH:20]=[N:24][OH:25])[C:8]1=[O:22])[CH2:2][CH2:3][CH2:4][CH2:5][CH3:6] |f:1.2,3.4|. Starting materials: C(C)C=1C=C(N)C=CC1 (3-ethylaniline), OS(=O)(=O)O (H2SO4), OCC(O)CO (glycerol), [Na+].[N+](=O)([O-])C=1C=C(C=CC1)S(=O)(=O)[O-] (3-nitro benzenesulfonic acid sodium salt). Solvent: O (H2O). The product is C(C)C1=CC=C2C=CC=NC2=C1 (7-Ethylquinoline). Yield: 93.3%. RXN SMILES: [CH2:1]([C:3]1[CH:4]=[C:5]([CH:7]=[CH:8][CH:9]=1)[NH2:6])[CH3:2].O[CH2:11][CH:12]([CH2:14]O)O.[Na+].[N+](C1C=C(S([O-])(=O)=O)C=CC=1)([O-])=O.OS(O)(=O)=O>O>[CH2:1]([C:3]1[CH:4]=[C:5]2[C:7]([CH:11]=[CH:12][CH:14]=[N:6]2)=[CH:8][CH:9]=1)[CH3:2] |f:2.3|. Procedure details: In a similar fashion using route 10 general procedure 20, 3-ethylaniline (1 g, 8.25 mmol), glycerol (2.35 g, 25.6 mmol), 3-nitro benzenesulfonic acid sodium salt (2.42 g, 10.7 mmol), H2SO4:H2O (3.5 ml:2.5 ml) gave the title compound (1.21 g, 93%) which was used in the next step without purification. The structure was confirmed by 1H NMR.